describe an organic reaction: reactants, conditions, products, and yield From a dataset of the Open Reaction Database (ORD), a public repository of structured organic reaction records. Starting materials: ClC=1C=CC=2NC3=CC=CC=C3C2C1OC[C@H]1OC1 (3-chloro-4-[(2S)-oxiranylmethoxy]-9H-carbazole), NCC1CCN(CC1)C1=C(C=CC(=C1)OC)S(=O)(=O)N ((4-aminomethyl-1-piperidinyl) 4-methoxybenzenesulfonamide). Yields the product ClC=1C=CC=2NC3=CC=CC=C3C2C1OC[C@H](CNCC1CCN(CC1)S(=O)(=O)C1=CC=C(C=C1)OC)O ((2S)-1-(3-Chloro-9H-carbazol-4-yloxy)-3-{[1-(4-methoxy-benzenesulfonyl)-piperidin-4-ylmethyl]-amino}-propan-2-ol). Isolated yield 122.2%. Reaction SMILES: [Cl:1][C:2]1[CH:3]=[CH:4][C:5]2[NH:6][C:7]3[C:12]([C:13]=2[C:14]=1[O:15][CH2:16][C@@H:17]1[CH2:19][O:18]1)=[CH:11][CH:10]=[CH:9][CH:8]=3.NCC1CCN([C:28]2[CH:33]=[C:32]([O:34][CH3:35])[CH:31]=[CH:30][C:29]=2[S:36]([NH2:39])(=[O:38])=[O:37])CC1>>[Cl:1][C:2]1[CH:3]=[CH:4][C:5]2[NH:6][C:7]3[C:12]([C:13]=2[C:14]=1[O:15][CH2:16][C@@H:17]([OH:18])[CH2:19][NH:6][CH2:5][CH:13]1[CH2:14][CH2:2][N:39]([S:36]([C:29]2[CH:28]=[CH:33][C:32]([O:34][CH3:35])=[CH:31][CH:30]=2)(=[O:37])=[O:38])[CH2:11][CH2:12]1)=[CH:11][CH:10]=[CH:9][CH:8]=3. Procedure details: Prepared from 3-chloro-4-[(2S)-oxiranylmethoxy]-9H-carbazole (0.060 g, 0.22 mmol) and (4-aminomethyl-1-piperidinyl) 4-methoxybenzenesulfonamide (0.125 g, 0.5 mmol) according to procedure used for Example 2 to give 0.075 g of the title compound as a white solid.